Dataset: the Open Reaction Database (ORD), a public repository of structured organic reaction records. Task: describe an organic reaction: reactants, conditions, products, and yield Starting materials: CC(N)c1ccccc1, CCCCCC, COC(=O)C(OC)OC. The product is COC(OC)C(=O)NC(C)c1ccccc1. Reaction SMILES: [CH3:10][CH:11]([c:12]1[cH:13][cH:14][cH:15][cH:16][cH:17]1)[NH2:18].[CH3:19][CH2:20][CH2:21][CH2:22][CH2:23][CH3:24].[CH3:1][O:2][CH:3]([C:4](=[O:5])[O:6][CH3:7])[O:8][CH3:9]>>[CH3:1][O:2][CH:3]([C:4](=[O:5])[NH:18][CH:11]([CH3:10])[c:12]1[cH:13][cH:14][cH:15][cH:16][cH:17]1)[O:8][CH3:9].